From a dataset of the Open Reaction Database (ORD), a public repository of structured organic reaction records. describe an organic reaction: reactants, conditions, products, and yield Reactants: C1CCOC1, CN(C)C(=O)C1CC2CCN1C(C(c1ccccc1)c1ccccc1)C2=O, COc1ccc(OC)c(CN)c1, Cc1ccccc1, CC(=O)O, [Na+], CC1(C)C2CCC1(CS(=O)(=O)O)C(=O)C2, [OH-], O. Yields the product COc1ccc(OC)c(CNC2C3CCN(C(C(=O)N(C)C)C3)C2C(c2ccccc2)c2ccccc2)c1. As a reaction SMILES: [CH2:64]1[O:65][CH2:66][CH2:67][CH2:68]1.[CH3:1][N:2]([C:3](=[O:4])[CH:5]1[N:6]2[CH:7]([CH:14]([c:15]3[cH:16][cH:17][cH:18][cH:19][cH:20]3)[c:21]3[cH:22][cH:23][cH:24][cH:25][cH:26]3)[C:8](=[O:13])[CH:9]([CH2:10]1)[CH2:11][CH2:12]2)[CH3:27].[CH3:28][O:29][c:30]1[c:31]([CH2:32][NH2:33])[cH:34][c:35]([O:38][CH3:39])[cH:36][cH:37]1.[CH3:57][c:58]1[cH:59][cH:60][cH:61][cH:62][cH:63]1.[CH3:69][C:70](=[O:71])[OH:72].[Na+:56].[O:40]=[S:41](=[O:42])([OH:43])[CH2:44][C:45]12[CH2:46][CH2:47][CH:48]([C:49]1([CH3:50])[CH3:51])[CH2:52][C:53]2=[O:54].[OH-:55].[OH2:73]>>[CH3:1][N:2]([C:3](=[O:4])[CH:5]1[N:6]2[CH:7]([CH:14]([c:15]3[cH:16][cH:17][cH:18][cH:19][cH:20]3)[c:21]3[cH:22][cH:23][cH:24][cH:25][cH:26]3)[CH:8]([NH:33][CH2:32][c:31]3[c:30]([O:29][CH3:28])[cH:37][cH:36][c:35]([O:38][CH3:39])[cH:34]3)[CH:9]([CH2:10]1)[CH2:11][CH2:12]2)[CH3:27]. Starting materials: O=C1c2ccccc2C(=O)N1CCCBr, O=C([O-])[O-], CN1CCNCC1, CC(C)=O, [K+], [K+]. Product: CN1CCN(CCCN2C(=O)c3ccccc3C2=O)CC1. Reaction SMILES: [Br:1][CH2:2][CH2:3][CH2:4][N:5]1[C:6](=[O:15])[c:7]2[c:8]([cH:11][cH:12][cH:13][cH:14]2)[C:9]1=[O:10].[C:23](=[O:24])([O-:25])[O-:26].[CH3:16][N:17]1[CH2:18][CH2:19][NH:20][CH2:21][CH2:22]1.[CH3:29][C:30](=[O:31])[CH3:32].[K+:27].[K+:28]>>[CH2:2]([CH2:3][CH2:4][N:5]1[C:6](=[O:15])[c:7]2[c:8]([cH:11][cH:12][cH:13][cH:14]2)[C:9]1=[O:10])[N:20]1[CH2:19][CH2:18][N:17]([CH3:16])[CH2:22][CH2:21]1. Reactants: C1(CC1)COC1=C(C=C(C(=C1)F)OC)C1=C2C(=NC=C1)C(=C(N2)C)C(=O)OCC (ethyl 7-[2-(cyclopropylmethoxy)-4-fluoro-5-methoxyphenyl]-2-methyl-1H-pyrrolo[3,2-b]pyridine-3-carboxylate), ClCOCC[Si](C)(C)C ((2-chloromethoxy-ethyl)-trimethyl-silane). Product: C1(CC1)COC1=C(C=C(C(=C1)F)OC)C1=C2C(=NC=C1)C(=C(N2COCC[Si](C)(C)C)C)C(=O)OCC (Ethyl 7-[2-(cyclopropylmethoxy)-4-fluoro-5-methoxyphenyl]-2-methyl-1-{[2-(trimethylsilyl)ethoxy]methyl}-1H-pyrrolo[3,2-b]pyridine-3-carboxylate). RXN SMILES: [CH:1]1([CH2:4][O:5][C:6]2[CH:11]=[C:10]([F:12])[C:9]([O:13][CH3:14])=[CH:8][C:7]=2[C:15]2[CH:20]=[CH:19][N:18]=[C:17]3[C:21]([C:25]([O:27][CH2:28][CH3:29])=[O:26])=[C:22]([CH3:24])[NH:23][C:16]=23)[CH2:3][CH2:2]1.Cl[CH2:31][O:32][CH2:33][CH2:34][Si:35]([CH3:38])([CH3:37])[CH3:36]>>[CH:1]1([CH2:4][O:5][C:6]2[CH:11]=[C:10]([F:12])[C:9]([O:13][CH3:14])=[CH:8][C:7]=2[C:15]2[CH:20]=[CH:19][N:18]=[C:17]3[C:21]([C:25]([O:27][CH2:28][CH3:29])=[O:26])=[C:22]([CH3:24])[N:23]([CH2:31][O:32][CH2:33][CH2:34][Si:35]([CH3:38])([CH3:37])[CH3:36])[C:16]=23)[CH2:3][CH2:2]1. Procedure details: Starting from ethyl 7-[2-(cyclopropylmethoxy)-4-fluoro-5-methoxyphenyl]-2-methyl-1H-pyrrolo[3,2-b]pyridine-3-carboxylate (example D.a7) and commercially available (2-chloromethoxy-ethyl)-trimethyl-silane the title compound is prepared as pale yellow viscous oil. The reactants are [Al+3], [Cl-], [Cl-], [Cl-], Fc1ccccc1, O=C(Cl)CCc1ccc([N+](=O)[O-])cc1. Yields the product O=C(CCc1ccc([N+](=O)[O-])cc1)c1ccc(F)cc1. Reaction SMILES: [Al+3:23].[Cl-:22].[Cl-:24].[Cl-:25].[F:15][c:16]1[cH:17][cH:18][cH:19][cH:20][cH:21]1.[N+:1](=[O:2])([O-:3])[c:4]1[cH:5][cH:6][c:7]([CH2:10][CH2:11][C:12](=[O:13])[Cl:14])[cH:8][cH:9]1>>[N+:1](=[O:2])([O-:3])[c:4]1[cH:5][cH:6][c:7]([CH2:10][CH2:11][C:12](=[O:13])[c:19]2[cH:18][cH:17][c:16]([F:15])[cH:21][cH:20]2)[cH:8][cH:9]1. The reactants are C(C)O (ethanol), COC1=C(C2=CC=CC=C2C=C1)C=O (2-methoxy-1-naphthaldehyde), C(C)(=O)[O-].[Na+] (sodium acetate), Cl.NO (hydroxylamine hydrochloride). Solvent: O (water), O (water). Yields the product COC1=C(C2=CC=CC=C2C=C1)C=NO (2-methoxy-1-naphthaldoxime). The yield is 97.7%. As a reaction SMILES: C(O)C.[CH3:4][O:5][C:6]1[CH:15]=[CH:14][C:13]2[C:8](=[CH:9][CH:10]=[CH:11][CH:12]=2)[C:7]=1[CH:16]=O.C([O-])(=O)C.[Na+].Cl.[NH2:24][OH:25]>O>[CH3:4][O:5][C:6]1[CH:15]=[CH:14][C:13]2[C:8](=[CH:9][CH:10]=[CH:11][CH:12]=2)[C:7]=1[CH:16]=[N:24][OH:25] |f:2.3,4.5|. Procedure details: To 400 ml of ethanol and 180 ml of water were added 80 g (0.43 mole) of 2-methoxy-1-naphthaldehyde, 66 g (0.81 mole) of sodium acetate and 35.5 g (0.51 mole) of hydroxylamine hydrochloride, and the mixture was refluxed by heating for 2 hours. After the reaction, the reaction mixture was added to 1 liter of water. The precipitated crystals were collected by filtration to obtain 85 g (0.42 mole) of 2-methoxy-1-naphthaldoxime. Reactants: C1CCOC1, Cc1cccc(B(O)O)c1C, CN1C(=O)CCC2(C)c3ccc(Br)cc3CCC12, ClC(Cl)Cl, [Na+], [Na+], O=C([O-])[O-], [Pd], c1ccc(P(c2ccccc2)c2ccccc2)cc1, c1ccc(P(c2ccccc2)c2ccccc2)cc1, c1ccc(P(c2ccccc2)c2ccccc2)cc1, c1ccc(P(c2ccccc2)c2ccccc2)cc1. Product: Cc1cccc(-c2ccc3c(c2)CCC2N(C)C(=O)CCC32C)c1C. RXN SMILES: [CH2:36]1[O:37][CH2:38][CH2:39][CH2:40]1.[CH3:19][c:20]1[c:21]([B:27]([OH:28])[OH:29])[cH:22][cH:23][cH:24][c:25]1[CH3:26].[CH3:1][N:2]1[C:3](=[O:18])[CH2:4][CH2:5][C:6]2([CH3:17])[c:7]3[c:8]([cH:12][c:13]([Br:16])[cH:14][cH:15]3)[CH2:9][CH2:10][CH:11]12.[CH:41]([Cl:42])([Cl:43])[Cl:44].[Na+:30].[Na+:31].[O-:32][C:33](=[O:34])[O-:35].[Pd:45].[c:103]1([P:104]([c:105]2[cH:106][cH:107][cH:108][cH:109][cH:110]2)[c:111]2[cH:112][cH:113][cH:114][cH:115][cH:116]2)[cH:117][cH:118][cH:119][cH:120][cH:121]1.[c:46]1([P:47]([c:48]2[cH:49][cH:50][cH:51][cH:52][cH:53]2)[c:54]2[cH:55][cH:56][cH:57][cH:58][cH:59]2)[cH:60][cH:61][cH:62][cH:63][cH:64]1.[c:65]1([P:66]([c:67]2[cH:68][cH:69][cH:70][cH:71][cH:72]2)[c:73]2[cH:74][cH:75][cH:76][cH:77][cH:78]2)[cH:79][cH:80][cH:81][cH:82][cH:83]1.[c:84]1([P:85]([c:86]2[cH:87][cH:88][cH:89][cH:90][cH:91]2)[c:92]2[cH:93][cH:94][cH:95][cH:96][cH:97]2)[cH:98][cH:99][cH:100][cH:101][cH:102]1>>[CH3:1][N:2]1[C:3](=[O:18])[CH2:4][CH2:5][C:6]2([CH3:17])[c:7]3[c:8]([cH:12][c:13](-[c:21]4[c:20]([CH3:19])[c:25]([CH3:26])[cH:24][cH:23][cH:22]4)[cH:14][cH:15]3)[CH2:9][CH2:10][CH:11]12. Reactants: C(C1=CC(OC)=C(O)C(OC)=C1)=O (syringaldehyde), CNCC=1C=NC=CC1 (N-methyl-3-picolylamine), P(OCC)(OCC)[O-] (diethyl phosphite), C1(=CC=CC=C1)C (toluene). The reagents and catalysts are C1(=CC=C(C=C1)S(=O)(=O)O)C (p-toluenesulfonic acid). Yields the product COC=1C=C(C=C(C1O)OC)C1=NC=CC=C1CN(C)CP(OCC)(OCC)=O (Diethyl α-(3,5-Dimethoxy-4-hydroxyphenyl)-N-methyl-N-(3-picolyl)aminomethylphosphonate). Yield: 46.0%. RXN SMILES: [CH:1](=O)[C:2]1[CH:12]=[C:9]([O:10][CH3:11])[C:7]([OH:8])=[C:4]([O:5][CH3:6])[CH:3]=1.C[NH:15][CH2:16][C:17]1[CH:18]=[N:19][CH:20]=[CH:21][CH:22]=1.[P:23]([O-:30])([O:27][CH2:28][CH3:29])[O:24][CH2:25][CH3:26].[C:31]1(C)C=CC=CC=1>C1(C)C=CC(S(O)(=O)=O)=CC=1>[CH3:6][O:5][C:4]1[CH:3]=[C:2]([C:1]2[C:21]([CH2:20][N:19]([CH2:18][P:23](=[O:30])([O:27][CH2:28][CH3:29])[O:24][CH2:25][CH3:26])[CH3:31])=[CH:22][CH:17]=[CH:16][N:15]=2)[CH:12]=[C:9]([O:10][CH3:11])[C:7]=1[OH:8]. Procedure: A mixture of 3.0 g (16.5 mmol) of syringaldehyde, 2.03 g (16.6 mmol) of N-methyl-3-picolylamine and 2.3g (16.6 mmol) diethyl phosphite dissolved in 15 ml toluene and a catalytic amount of p-toluenesulfonic acid (ca. 5 mg) contained in a flask connected to a Dean Stark apparatus was refluxed for 2 h. The solution was evaporated and the residue was purified by column chromatography (95/5 CHCl3/MeOH) to yield 3.2 g (46%) of a yellow oil. Starting materials: C(C)(C)N (isopropylamine), stainless steel, [N+](=O)([O-])C1=CC=CC=2C(C3=CC=CC=C3C(C12)=O)=O (1-nitroanthraquinone). Run in CC=1C=CC=CC1C (o-xylene), CC=1C=CC=CC1C (o-xylene). Run at temperature 165 celsius, time 30 minute. The product is C(C)(C)NC1=CC=CC=2C(C3=CC=CC=C3C(C12)=O)=O (1-isopropylaminoanthraquinone). The yield is 96.3%. RXN SMILES: [CH:1]([NH2:4])([CH3:3])[CH3:2].[N+]([C:8]1[C:21]2[C:20](=[O:22])[C:19]3[C:14](=[CH:15][CH:16]=[CH:17][CH:18]=3)[C:13](=[O:23])[C:12]=2[CH:11]=[CH:10][CH:9]=1)([O-])=O>CC1C=CC=CC=1C>[CH:1]([NH:4][C:15]1[C:14]2[C:13](=[O:23])[C:12]3[C:21](=[CH:8][CH:9]=[CH:10][CH:11]=3)[C:20](=[O:22])[C:19]=2[CH:18]=[CH:17][CH:16]=1)([CH3:3])[CH3:2]. Procedure details: 384 g of isopropylamine and 1,390 g of o-xylene are initially introduced into a stainless steel autoclave, which has a capacity of 5 l and is fitted with a stirrer and steam jacket heating, and are heated to 165° C. A suspension of 543 g of 1-nitroanthraquinone with a purity of 98.4% by weight in 815 g of o-xylene is injected into the autoclave in the course of 20 minutes (molar ratio 3:1). During the addition the pressure rises from 10 to 40 bars and the temperature rises from 165 to 170° C. Th... Starting materials: C(C)OC(CC1=CC=C(C=C1)OC1=NC=C(C=C1)C(F)(F)F)=O ((4-(5-(trifluoromethyl)-2-pyridinyloxy)phenyl)acetic acid ethyl ester), [H-].[Al+3].[Li+].[H-].[H-].[H-] (lithium aluminum hydride), [Cl-].[NH4+] (ammonium chloride). Solvent: C(C)OCC (ethyl ether), O (water). Reaction conditions: time 8 hour. The product is FC(C=1C=CC(=NC1)OC1=CC=C(C=C1)CCO)(F)F (2-(4-(5-(Trifluoromethyl)-2-pyridinyloxy)phenyl)ethanol). RXN SMILES: C([O:3][C:4](=O)[CH2:5][C:6]1[CH:11]=[CH:10][C:9]([O:12][C:13]2[CH:18]=[CH:17][C:16]([C:19]([F:22])([F:21])[F:20])=[CH:15][N:14]=2)=[CH:8][CH:7]=1)C.[H-].[Al+3].[Li+].[H-].[H-].[H-].[Cl-].[NH4+]>C(OCC)C.O>[F:21][C:19]([F:20])([F:22])[C:16]1[CH:17]=[CH:18][C:13]([O:12][C:9]2[CH:10]=[CH:11][C:6]([CH2:5][CH2:4][OH:3])=[CH:7][CH:8]=2)=[N:14][CH:15]=1 |f:1.2.3.4.5.6,7.8|. Reported procedure: The (4-(5-(trifluoromethyl)-2-pyridinyloxy)phenyl)acetic acid ethyl ester (15.6 g, 48 mmol) was then added to a slurry of lithium aluminum hydride (2.3 g, 60 mmol) in ethyl ether (500 mL). The mixture was stirred overnight at room temperature. Then a saturated solution of ammonium chloride in water was added, and the title product, an oil, was separated from remaining solids by filtration. Yield 11 g.